From a dataset of the Open Reaction Database (ORD), a public repository of structured organic reaction records. describe an organic reaction: reactants, conditions, products, and yield The reactants are C(C)(C)(C)OC(N(C)[C@@H]1CC[C@H](CC1)O)=O (trans-(4-Hydroxy-cyclohexyl)-methyl-carbamic acid tert-butyl ester), BrCCCCCCCBr (1,7-dibromoheptane). Yields the product C(C)(C)(C)OC(N(C)[C@@H]1CC[C@H](CC1)OCCCCCCCBr)=O (trans-[4-(7-Bromo-heptyloxy)-cyclohexyl]-methyl-carbamic acid tert-butyl ester). Reaction SMILES: [C:1]([O:5][C:6](=[O:16])[N:7]([C@H:9]1[CH2:14][CH2:13][C@H:12]([OH:15])[CH2:11][CH2:10]1)[CH3:8])([CH3:4])([CH3:3])[CH3:2].[Br:17][CH2:18][CH2:19][CH2:20][CH2:21][CH2:22][CH2:23][CH2:24]Br>>[C:1]([O:5][C:6](=[O:16])[N:7]([C@H:9]1[CH2:10][CH2:11][C@H:12]([O:15][CH2:24][CH2:23][CH2:22][CH2:21][CH2:20][CH2:19][CH2:18][Br:17])[CH2:13][CH2:14]1)[CH3:8])([CH3:4])([CH3:2])[CH3:3]. Reported procedure: In analogy to examples 1.4 and 1.5, trans-(4-Hydroxy-cyclohexyl)-methyl-carbamic acid tert-butyl ester was reacted with 1,7-dibromoheptane to yield trans-[4-(7-Bromo-heptyloxy)-cyclohexyl]-methyl-carbamic acid tert-butyl ester which was reacted with N-allylmethylamine to yield trans-(4-[7-(Allyl-methyl-amino)-heptyloxy]-cyclohexyl)-methyl-carbamic acid tert-butyl ester as colorless oil, MS: 397 (MH+). The reactants are C1COCCN1, COCCOC, N#Cc1ccc(Cl)cc1, O=C(C=Cc1ccccc1)C=Cc1ccccc1, O=C(C=Cc1ccccc1)C=Cc1ccccc1, O=C(C=Cc1ccccc1)C=Cc1ccccc1, [Pd], [Pd]. Reaction SMILES: [CH2:10]1[CH2:11][O:12][CH2:13][CH2:14][NH:15]1.[CH3:72][O:73][CH2:74][CH2:75][O:76][CH3:77].[Cl:1][c:2]1[cH:3][cH:4][c:5]([C:6]#[N:7])[cH:8][cH:9]1.[O:18]=[C:19]([CH:20]=[CH:21][c:22]1[cH:23][cH:24][cH:25][cH:26][cH:27]1)[CH:28]=[CH:29][c:30]1[cH:31][cH:32][cH:33][cH:34][cH:35]1.[O:36]=[C:37]([CH:38]=[CH:39][c:40]1[cH:41][cH:42][cH:43][cH:44][cH:45]1)[CH:46]=[CH:47][c:48]1[cH:49][cH:50][cH:51][cH:52][cH:53]1.[O:54]=[C:55]([CH:56]=[CH:57][c:58]1[cH:59][cH:60][cH:61][cH:62][cH:63]1)[CH:64]=[CH:65][c:66]1[cH:67][cH:68][cH:69][cH:70][cH:71]1.[Pd:16].[Pd:17]>>[c:2]1([N:15]2[CH2:10][CH2:11][O:12][CH2:13][CH2:14]2)[cH:3][cH:4][c:5]([C:6]#[N:7])[cH:8][cH:9]1. The product is N#Cc1ccc(N2CCOCC2)cc1. Starting materials: [Cl-].[Al+3].[Cl-].[Cl-] (aluminum chloride), S(=O)(=O)([O-])[O-].[Na+].[Na+] (sodium sulfate), ClC1=C(C=CC=C1)Cl (o-dichlorobenzene), ClC1=C(C=CC=C1)Cl (o-dichlorobenzene), O=CC(Cl)(Cl)Cl (chloral), C(C)(=O)Cl (acetyl chloride), C(C)(=O)OC(C)=O (acetic anhydride). Conditions: temperature 0 celsius. Yields the product C(C)(=O)OC(C(Cl)(Cl)Cl)C1=CC(=C(C=C1)Cl)Cl (1-(3,4-dichlorophenyl)-2,2,2-trichloro-ethyl acetate). Isolated yield 92.0%. RXN SMILES: [Cl-].[Al+3].[Cl-].[Cl-].[O:5]=[CH:6][C:7]([Cl:10])([Cl:9])[Cl:8].C(Cl)(=O)C.C(O[C:19](=[O:21])[CH3:20])(=O)C.S([O-])([O-])(=O)=O.[Na+].[Na+].[Cl:29][C:30]1[CH:35]=[CH:34][CH:33]=[CH:32][C:31]=1[Cl:36]>>[C:19]([O:5][CH:6]([C:33]1[CH:34]=[CH:35][C:30]([Cl:29])=[C:31]([Cl:36])[CH:32]=1)[C:7]([Cl:10])([Cl:9])[Cl:8])(=[O:21])[CH3:20] |f:0.1.2.3,7.8.9|. Procedure details: 134 g (1 mole) of aluminum chloride are added, while stirring, to 500 ml (4.4 moles) of o-dichlorobenzene, the excess of which simultaneously serves as the solvent. The mixture is cooled to 0° C and 147.5 g (1 mole) of anhydrous chloral are added dropwise at 0° to 5° C. The mixture is allowed to react further at 0° to 5° C for 6 hours and 78 g (1 mole) of acetyl chloride (or 102 g, 1 mole of acetic anhydride) are then added dropwise at 0° to 8° C. The batch is then poured in portions into a susp... Reactants: ClC1=CC=C(C=N1)COCC1=CC=C(C=C1)C=1C(=CC=CC1)C#N (4′-{[(6-Chloropyridin-3-yl)methoxy]methyl}biphenyl-2-carbonitrile), O.NN (hydrazine monohydrate). Run in C(C)O (ethanol). Yields the product N(N)C1=CC=C(C=N1)COCC1=CC=C(C=C1)C=1C(=CC=CC1)C#N (4′-{[(6-Hydrazinopyridin-3-yl)methoxy]methyl}biphenyl-2-carbonitrile). Isolated yield 56.0%. As a reaction SMILES: Cl[C:2]1[N:7]=[CH:6][C:5]([CH2:8][O:9][CH2:10][C:11]2[CH:16]=[CH:15][C:14]([C:17]3[C:18]([C:23]#[N:24])=[CH:19][CH:20]=[CH:21][CH:22]=3)=[CH:13][CH:12]=2)=[CH:4][CH:3]=1.O.[NH2:26][NH2:27]>C(O)C>[NH:26]([C:2]1[N:7]=[CH:6][C:5]([CH2:8][O:9][CH2:10][C:11]2[CH:16]=[CH:15][C:14]([C:17]3[C:18]([C:23]#[N:24])=[CH:19][CH:20]=[CH:21][CH:22]=3)=[CH:13][CH:12]=2)=[CH:4][CH:3]=1)[NH2:27] |f:1.2|. Procedure: 4′-{[(6-Chloropyridin-3-yl)methoxy]methyl}biphenyl-2-carbonitrile (1.7 g) and hydrazine monohydrate (3 mL) were suspended in ethanol (8 mL), and the suspension was reacted at 150° C. for 2 hours using a microwave reaction apparatus (Biotage Ltd.). The reaction solution was concentrated under reduced pressure, and the obtained residue was then purified by NH-silica gel column chromatography (Moritex Corporation, elution solvent: ethyl acetate) to obtain the title compound (0.90 g) as a yellow oil... Reactants: COC(=O)C(COCc1ccc(OCCc2coc(-c3ccccc3)n2)cc1)NC(=O)OCc1ccccc1, CC#N, Cl, [Li+], C1CCOC1, [OH-], O. The product is O=C(NC(COCc1ccc(OCCc2coc(-c3ccccc3)n2)cc1)C(=O)O)OCc1ccccc1. RXN SMILES: [CH3:1][O:2][C:3]([CH:4]([NH:5][C:6](=[O:7])[O:8][CH2:9][c:10]1[cH:11][cH:12][cH:13][cH:14][cH:15]1)[CH2:16][O:17][CH2:18][c:19]1[cH:20][cH:21][c:22]([O:25][CH2:26][CH2:27][c:28]2[n:29][c:30](-[c:33]3[cH:34][cH:35][cH:36][cH:37][cH:38]3)[o:31][cH:32]2)[cH:23][cH:24]1)=[O:39].[CH3:43][C:44]#[N:45].[ClH:42].[Li+:40].[O:46]1[CH2:47][CH2:48][CH2:49][CH2:50]1.[OH-:41].[OH2:51]>>[O:2]=[C:3]([CH:4]([NH:5][C:6](=[O:7])[O:8][CH2:9][c:10]1[cH:11][cH:12][cH:13][cH:14][cH:15]1)[CH2:16][O:17][CH2:18][c:19]1[cH:20][cH:21][c:22]([O:25][CH2:26][CH2:27][c:28]2[n:29][c:30](-[c:33]3[cH:34][cH:35][cH:36][cH:37][cH:38]3)[o:31][cH:32]2)[cH:23][cH:24]1)[OH:39].